This data is from the Open Reaction Database (ORD), a public repository of structured organic reaction records. The task is: describe an organic reaction: reactants, conditions, products, and yield Starting materials: C([O-])([O-])=O.[K+].[K+] (potassium carbonate), CN(C=O)C (N,N-dimethylformamide), C1(C=2C(C(N1C1=NNC3=CC=CC(=C13)Cl)=O)=CC=CC2)=O (3-phthalimido-4-chloroindazole), Br.BrCCCN(CC)CC (3-bromopropyldiethylamine hydrobromide). The solvent is O (water). Reaction conditions: temperature 80 celsius, time 12 hour. Yields the product C(C)N(CCCN1N=C(C2=C(C=CC=C12)Cl)N1C(C=2C(C1=O)=CC=CC2)=O)CC (1-(3-diethylaminopropyl)-3-phthalimido-4-chloroindazole). Yield: 59.0%. Reaction SMILES: CN(C)C=O.[C:6]1(=[O:26])[N:10]([C:11]2[C:19]3[C:14](=[CH:15][CH:16]=[CH:17][C:18]=3[Cl:20])[NH:13][N:12]=2)[C:9](=[O:21])[C:8]2=[CH:22][CH:23]=[CH:24][CH:25]=[C:7]12.Br.Br[CH2:29][CH2:30][CH2:31][N:32]([CH2:35][CH3:36])[CH2:33][CH3:34].C(=O)([O-])[O-].[K+].[K+]>O>[CH2:33]([N:32]([CH2:35][CH3:36])[CH2:31][CH2:30][CH2:29][N:13]1[C:14]2[C:19](=[C:18]([Cl:20])[CH:17]=[CH:16][CH:15]=2)[C:11]([N:10]2[C:9](=[O:21])[C:8]3=[CH:22][CH:23]=[CH:24][CH:25]=[C:7]3[C:6]2=[O:26])=[N:12]1)[CH3:34] |f:2.3,4.5.6|. Procedure: To 60 ml of anhydrous N,N-dimethylformamide were added 4.54 g of 3-phthalimido-4-chloroindazole obtained in the same method as described in Example 1, 4.83 g of 3-bromopropyldiethylamine hydrobromide and 6.3 g of anhydrous potassium carbonate, and the mixture was stirred for 12 hours at 80° C. After cooling, the mixture was added with 80 ml of water and extracted with diethyl ether. The diethyl ether layer was extracted three times with 2N hydrochloric acid, and the hydrochloric acid layer was w... Starting materials: FC1=CC=C(C=C1)C=1C(=NN(C1C(F)(F)F)CC#C)C1=CC=C(C=C1)SC (4-(4-fluorophenyl)-3-[4-(methylthio)phenyl]-1-propargyl-5-(trifluoromethyl)pyrazole), OO (hydrogen peroxide), C(C)(=O)O (acetic acid), O (water). Conditions: time 72 hour. The product is FC1=CC=C(C=C1)C=1C(=NN(C1C(F)(F)F)CC#C)C1=CC=C(C=C1)S(=O)(=O)C (4-(4-fluorophenyl)-3-[4-(methylsulfonyl)phenyl]-1-propargyl-5-(trifluoromethyl)-1H-pyrazole). Isolated yield 21.0%. RXN SMILES: [F:1][C:2]1[CH:7]=[CH:6][C:5]([C:8]2[C:9]([C:20]3[CH:25]=[CH:24][C:23]([S:26][CH3:27])=[CH:22][CH:21]=3)=[N:10][N:11]([CH2:17][C:18]#[CH:19])[C:12]=2[C:13]([F:16])([F:15])[F:14])=[CH:4][CH:3]=1.OO.[OH2:30].C(O)(=[O:33])C>>[F:1][C:2]1[CH:7]=[CH:6][C:5]([C:8]2[C:9]([C:20]3[CH:21]=[CH:22][C:23]([S:26]([CH3:27])(=[O:33])=[O:30])=[CH:24][CH:25]=3)=[N:10][N:11]([CH2:17][C:18]#[CH:19])[C:12]=2[C:13]([F:15])([F:16])[F:14])=[CH:4][CH:3]=1. Procedure: To a solution of 0.066 mmol of 4-(4-fluorophenyl)-3-[4-(methylthio)phenyl-]1-propargyl-5-(trifluoromethyl)pyrazole from step 2 in 5 mL of glacial acetic acid was added 13 mmol of 30% hydrogen peroxide. The reaction mixture was stirred at room temperature for 72 hours and poured into water. The crude product was purified by HPLC (40% ethyl acetate-hexane) followed by recrystallization from methylene chloride-hexane to give 4-(4-fluorophenyl)-3-[4-(methylsulfonyl)phenyl]-1-propargyl-5-(trifluorome...